This data is from the Open Reaction Database (ORD), a public repository of structured organic reaction records. The task is: describe an organic reaction: reactants, conditions, products, and yield Reactants: CC(C)(C)OC(=O)N1CCOC(c2ccc(C(=O)O)cc2)C1, CCN=C=NCCCN(C)C, CN(C)C=O, [Cl-], Cl, [NH4+], O, On1nnc2ccccc21. The product is CC(C)(C)OC(=O)N1CCOC(c2ccc(C(N)=O)cc2)C1. As a reaction SMILES: [C:1]([CH3:2])([CH3:3])([CH3:4])[O:5][C:6](=[O:7])[N:8]1[CH2:9][CH:10]([c:14]2[cH:15][cH:16][c:17]([C:18](=[O:19])[OH:20])[cH:21][cH:22]2)[O:11][CH2:12][CH2:13]1.[CH2:24]([N:26]=[C:25]=[N:27][CH2:28][CH2:29][CH2:30][N:31]([CH3:32])[CH3:33])[CH3:34].[CH3:48][N:49]([CH3:50])[CH:51]=[O:52].[Cl-:46].[ClH:23].[NH4+:47].[OH2:35].[OH:36][n:37]1[c:38]2[cH:39][cH:40][cH:41][cH:42][c:43]2[n:44][n:45]1>>[C:1]([CH3:2])([CH3:3])([CH3:4])[O:5][C:6](=[O:7])[N:8]1[CH2:9][CH:10]([c:14]2[cH:15][cH:16][c:17]([C:18](=[O:19])[NH2:26])[cH:21][cH:22]2)[O:11][CH2:12][CH2:13]1. Starting materials: COc1ccc2cc(C3(C(C)Br)OC(C(=O)O)C(C(=O)O)O3)ccc2c1Br, O=S(=O)(O)O. Product: COc1ccc2cc(C(=O)C(C)Br)ccc2c1Br. As a reaction SMILES: [Br:1][CH:2]([CH3:3])[C:4]1([c:15]2[cH:16][c:17]3[cH:18][cH:19][c:20]([O:26][CH3:27])[c:21]([Br:25])[c:22]3[cH:23][cH:24]2)[O:5][CH:11]([C:12]([OH:13])=[O:14])[CH:7]([C:8]([OH:9])=[O:10])[O:6]1.[S:28](=[O:29])(=[O:30])([OH:31])[OH:32]>>[Br:1][CH:2]([CH3:3])[C:4](=[O:5])[c:15]1[cH:16][c:17]2[cH:18][cH:19][c:20]([O:26][CH3:27])[c:21]([Br:25])[c:22]2[cH:23][cH:24]1. Reaction SMILES: Cl[CH:2]([Cl:10])[C:3]([O:5][C:6]([CH3:9])([CH3:8])[CH3:7])=[O:4].[Cl:11][C:12]1[CH:19]=[CH:18][C:15]([CH:16]=[O:17])=[CH:14][CH:13]=1.CCOCC.[Cl-].[Na+]>O1CCCC1.O>[Cl:10][C:2]1([C:3]([O:5][C:6]([CH3:7])([CH3:8])[CH3:9])=[O:4])[CH:16]([C:15]2[CH:18]=[CH:19][C:12]([Cl:11])=[CH:13][CH:14]=2)[O:17]1 |f:3.4|. The reactants are potassium tert.-butylate, CCOCC (ether), [Cl-].[Na+] (sodium chloride), ClC(C(=O)OC(C)(C)C)Cl (tert.-butyl dichloroacetate), ClC1=CC=C(C=O)C=C1 (4-chlorobenzaldehyde). Reported procedure: 5.55 g of tert.-butyl dichloroacetate in 30 ml of tetrahydrofuran were stirred while 4.64 g of 4-chlorobenzaldehyde were added, and after cooling to -20° C., 30 ml of an N solution of potassium tert.-butylate in tetrahydrofuran were added. The temperature was allowed to rise to 20° C. and after 20 minutes, 50 ml of ether and 40 ml of water saturated with sodium chloride were added, with stirring for 5 minutes. The decanted organic phase was washed with water saturated with sodium chloride, then ... Run at temperature -20 celsius, time 20 minute. The yield is 21.9%. Product: ClC1(OC1C1=CC=C(C=C1)Cl)C(=O)OC(C)(C)C (1,1-dimethylethyl 2-chloro-3-(4-chlorophenyl)-oxirane carboxylate). Run in O1CCCC1 (tetrahydrofuran), O (water), O1CCCC1 (tetrahydrofuran). The reactants are BrBr (bromine), C(C)OC(=O)C=1NC(SC1)=O (4-ethoxycarbonyl-4-thiazoline-2-one). Run in C(Cl)(Cl)Cl (chloroform). Yields the product BrC1=C(NC(S1)=O)C(=O)OCC (5-bromo-4-ethoxycarbonyl-4-thiazoline-2-one). Yield: 74.7%. Reaction SMILES: [Br:1]Br.[CH2:3]([O:5][C:6]([C:8]1[NH:9][C:10](=[O:13])[S:11][CH:12]=1)=[O:7])[CH3:4]>C(Cl)(Cl)Cl>[Br:1][C:12]1[S:11][C:10](=[O:13])[NH:9][C:8]=1[C:6]([O:5][CH2:3][CH3:4])=[O:7]. Reported procedure: 69 g of bromine were added to a mixture of 69.2 g of 4-ethoxycarbonyl-4-thiazoline-2-one in 500 ml of chloroform and the mixture was refluxed for 20 hours. The mixture was distilled to dryness under reduced pressure and after the addition of isopropyl ether, the mixture was vacuum filtered to obtain 75.2 g of 5-bromo-4-ethoxycarbonyl-4-thiazoline-2-one melting at 121°C. Reactants: C(C)(=O)N1CCN(CC1)C=1C=CC(=NC1)NC(CC1=CC=C(C=C1)B1OC(C(O1)(C)C)(C)C)=O (N-(5-(4-acetylpiperazin-1-yl)pyridin-2-yl)-2-(4-(4,4,5,5-tetramethyl-1,3,2-dioxaborolan-2-yl)phenyl)acetamide), ClC1=NC=NC=C1F (4-chloro-5-fluoropyrimidine), [O-]P(=O)([O-])[O-].[K+].[K+].[K+] (K3PO4). Conditions: temperature 110 celsius. Yields the product C(C)(=O)N1CCN(CC1)C=1C=CC(=NC1)NC(CC1=CC=C(C=C1)C1=NC=NC=C1F)=O (N-(5-(4-acetylpiperazin-1-yl)pyridin-2-yl)-2-(4-(5-fluoropyrimidin-4-yl)phenyl)acetamide). RXN SMILES: [C:1]([N:4]1[CH2:9][CH2:8][N:7]([C:10]2[CH:11]=[CH:12][C:13]([NH:16][C:17](=[O:34])[CH2:18][C:19]3[CH:24]=[CH:23][C:22](B4OC(C)(C)C(C)(C)O4)=[CH:21][CH:20]=3)=[N:14][CH:15]=2)[CH2:6][CH2:5]1)(=[O:3])[CH3:2].Cl[C:36]1[C:41]([F:42])=[CH:40][N:39]=[CH:38][N:37]=1.[O-]P([O-])([O-])=O.[K+].[K+].[K+]>>[C:1]([N:4]1[CH2:9][CH2:8][N:7]([C:10]2[CH:11]=[CH:12][C:13]([NH:16][C:17](=[O:34])[CH2:18][C:19]3[CH:24]=[CH:23][C:22]([C:36]4[C:41]([F:42])=[CH:40][N:39]=[CH:38][N:37]=4)=[CH:21][CH:20]=3)=[N:14][CH:15]=2)[CH2:6][CH2:5]1)(=[O:3])[CH3:2] |f:2.3.4.5|. Procedure: A mixture of N-(5-(4-acetylpiperazin-1-yl)pyridin-2-yl)-2-(4-(4,4,5,5-tetramethyl-1,3,2-dioxaborolan-2-yl)phenyl)acetamide 196-1 (30 mg, 0.065 mmol), 4-chloro-5-fluoropyrimidine 196-2 (28 mg, 0.21 mmol) Pd(PPh3)4 (12 mg, 0.01 mmol) and K3PO4 (90 mg, 0.424 mmol) in dioaxane (0.6 mL) was flushed with nitrogen and heated to 110° C. for 2 hours. The salt was removed by filtration and the filtrate was taken to dryness by rotary evaporation. The residue was purified by reverse phase HPLC to give N-(5-... The reactants are [H-], CI, Cn1ncc([N+](=O)[O-])c1N1CCC(N=[N+]=[N-])CC(O)C1, [Na+], CN(C)C=O, O. Product: COC1CC(N=[N+]=[N-])CCN(c2c([N+](=O)[O-])cnn2C)C1. RXN SMILES: [H-:21].[I:23][CH3:24].[N:1](=[N+:2]=[N-:3])[CH:4]1[CH2:5][CH:6]([OH:20])[CH2:7][N:8]([c:11]2[c:12]([N+:17](=[O:18])[O-:19])[cH:13][n:14][n:15]2[CH3:16])[CH2:9][CH2:10]1.[Na+:22].[O:26]=[CH:27][N:28]([CH3:29])[CH3:30].[OH2:25]>>[N:1](=[N+:2]=[N-:3])[CH:4]1[CH2:5][CH:6]([O:20][CH3:24])[CH2:7][N:8]([c:11]2[c:12]([N+:17](=[O:18])[O-:19])[cH:13][n:14][n:15]2[CH3:16])[CH2:9][CH2:10]1.